This data is from the Open Reaction Database (ORD), a public repository of structured organic reaction records. The task is: describe an organic reaction: reactants, conditions, products, and yield Reactants: [Br-], [Li]CCCC, C1CCOC1, COc1ccc(C=O)cc1OC, CCCCCC, CCOC(C)=O, COc1cc(CCC[P+](c2ccccc2)(c2ccccc2)c2ccccc2)cc(OC)c1OC. The product is COc1ccc(CCCCc2cc(OC)c(OC)c(OC)c2)cc1OC. As a reaction SMILES: [Br-:1].[CH2:36]([Li:37])[CH2:38][CH2:39][CH3:40].[CH2:53]1[O:54][CH2:55][CH2:56][CH2:57]1.[CH3:41][O:42][c:43]1[cH:44][cH:45][c:46]([CH:47]=[O:48])[cH:49][c:50]1[O:51][CH3:52].[CH3:58][CH2:59][CH2:60][CH2:61][CH2:62][CH3:63].[CH3:64][CH2:65][O:66][C:67](=[O:68])[CH3:69].[c:2]1([P+:3]([c:4]2[cH:5][cH:6][cH:7][cH:8][cH:24]2)([CH2:9][CH2:10][CH2:11][c:12]2[cH:13][c:14]([O:22][CH3:23])[c:15]([O:20][CH3:21])[c:16]([O:18][CH3:19])[cH:17]2)[c:25]2[cH:26][cH:27][cH:28][cH:29][cH:30]2)[cH:31][cH:32][cH:33][cH:34][cH:35]1>>[CH2:9]([CH2:10][CH2:11][c:12]1[cH:13][c:14]([O:22][CH3:23])[c:15]([O:20][CH3:21])[c:16]([O:18][CH3:19])[cH:17]1)[CH2:47][c:46]1[cH:45][cH:44][c:43]([O:42][CH3:41])[c:50]([O:51][CH3:52])[cH:49]1. Reactants: BrBr, C1COCCO1, Cn1ccnc1N1CCOCC1, CC(Cl)Cl, N#N. The product is Cn1c(Br)cnc1N1CCOCC1. As a reaction SMILES: [Br:13][Br:14].[CH2:15]1[O:16][CH2:17][CH2:18][O:19][CH2:20]1.[CH3:1][n:2]1[c:3]([N:7]2[CH2:8][CH2:9][O:10][CH2:11][CH2:12]2)[n:4][cH:5][cH:6]1.[Cl:23][CH:24]([Cl:25])[CH3:26].[N:21]#[N:22]>>[CH3:1][n:2]1[c:3]([N:7]2[CH2:8][CH2:9][O:10][CH2:11][CH2:12]2)[n:4][cH:5][c:6]1[Br:13]. Reactants: CC1(NC(CC(C1)OC(=O)CCN1C(=O)N(C(=O)N(C1=O)CCC(=O)OC1CC(NC(C1)(C)C)(C)C)CCC(=O)OC1CC(NC(C1)(C)C)(C)C)(C)C)C (1,3,5-tris-[2-(2,2,6,6-tetramethyl-piperidin-4-yl-oxycarbonyl)-ethyl]-isocyanuric acid). Solvent: C(C)(=O)OC(C)=O (acetic anhydride), C(C)OCC.C(Cl)Cl (diethyl ether methylene chloride). Conditions: temperature 95 celsius. Yields the product C(C)(=O)N1C(CC(CC1(C)C)OC(=O)CCN1C(=O)N(C(=O)N(C1=O)CCC(=O)OC1CC(N(C(C1)(C)C)C(C)=O)(C)C)CCC(=O)OC1CC(N(C(C1)(C)C)C(C)=O)(C)C)(C)C (1,3,5-tris-[2-(1-acetyl-2,2,6,6-tetramethyl-piperidin-4-yl-oxycarbonyl)-ethyl]-isocyanuric acid). As a reaction SMILES: [CH3:1][C:2]1([CH3:54])[CH2:7][CH:6]([O:8][C:9]([CH2:11][CH2:12][N:13]2[C:20](=[O:21])[N:19]([CH2:22][CH2:23][C:24]([O:26][CH:27]3[CH2:32][C:31]([CH3:34])([CH3:33])[NH:30][C:29]([CH3:36])([CH3:35])[CH2:28]3)=[O:25])[C:17](=[O:18])[N:16]([CH2:37][CH2:38][C:39]([O:41][CH:42]3[CH2:47][C:46]([CH3:49])([CH3:48])[NH:45][C:44]([CH3:51])([CH3:50])[CH2:43]3)=[O:40])[C:14]2=[O:15])=[O:10])[CH2:5][C:4]([CH3:53])([CH3:52])[NH:3]1>C(OC(=O)C)(=O)C.C(OCC)C.C(Cl)Cl>[C:6]([N:3]1[C:2]([CH3:54])([CH3:1])[CH2:7][CH:6]([O:8][C:9]([CH2:11][CH2:12][N:13]2[C:14](=[O:15])[N:16]([CH2:37][CH2:38][C:39]([O:41][CH:42]3[CH2:43][C:44]([CH3:51])([CH3:50])[N:45]([C:9](=[O:10])[CH3:11])[C:46]([CH3:49])([CH3:48])[CH2:47]3)=[O:40])[C:17](=[O:18])[N:19]([CH2:22][CH2:23][C:24]([O:26][CH:27]3[CH2:32][C:31]([CH3:33])([CH3:34])[N:30]([C:24](=[O:25])[CH3:23])[C:29]([CH3:35])([CH3:36])[CH2:28]3)=[O:25])[C:20]2=[O:21])=[O:10])[CH2:5][C:4]1([CH3:53])[CH3:52])(=[O:8])[CH3:5] |f:2.3|. Procedure: 12 g of 1,3,5-tris-[2-(2,2,6,6-tetramethyl-piperidin-4-yl-oxycarbonyl)-ethyl]-isocyanuric acid (m.p. 153°-155° C.) were suspended in 120 ml of acetic anhydride, and the suspension was heated at 95° C. for 26 hours. The acetic anhydride was then distilled off as completely as possible, in a water-jet vacuum, from the clear solution formed; the residue was dissolved in 200 ml of diethyl ether/methylene chloride (9:1), the solution was washed twice with water, three times with saturated sodium hydr...